The task is: describe an organic reaction: reactants, conditions, products, and yield. This data is from the Open Reaction Database (ORD), a public repository of structured organic reaction records. Starting materials: CCOC(=O)C1CSC(CSC)C1, CO, Cl, [Na+], [OH-]. Product: CSCC1CC(C(=O)O)CS1. Reaction SMILES: [CH2:1]([CH3:2])[O:3][C:4](=[O:5])[CH:6]1[CH2:7][CH:8]([CH2:11][S:12][CH3:13])[S:9][CH2:10]1.[CH3:15][OH:16].[ClH:14].[Na+:18].[OH-:17]>>[O:3]=[C:4]([OH:5])[CH:6]1[CH2:7][CH:8]([CH2:11][S:12][CH3:13])[S:9][CH2:10]1. Reactants: CCn1c(=O)n(-c2ccc(O)cc2)c2ncc(C#N)cc21, Cn1c(S(C)(=O)=O)nc2cccnc21, CO, [H-], [Na+], CN(C)C=O. Product: CCn1c(=O)n(-c2ccc(Oc3nc4cccnc4n3C)cc2)c2ncc(C#N)cc21. RXN SMILES: [CH2:15]([CH3:16])[n:17]1[c:18](=[O:35])[n:19](-[c:28]2[cH:29][cH:30][c:31]([OH:34])[cH:32][cH:33]2)[c:20]2[n:21][cH:22][c:23]([C:26]#[N:27])[cH:24][c:25]12.[CH3:1][n:2]1[c:3]([S:11]([CH3:12])(=[O:13])=[O:14])[n:4][c:5]2[c:6]1[n:7][cH:8][cH:9][cH:10]2.[CH3:43][OH:44].[H-:37].[Na+:36].[O:38]=[CH:39][N:40]([CH3:41])[CH3:42]>>[CH3:1][n:2]1[c:3]([O:34][c:31]2[cH:30][cH:29][c:28](-[n:19]3[c:18](=[O:35])[n:17]([CH2:15][CH3:16])[c:25]4[c:20]3[n:21][cH:22][c:23]([C:26]#[N:27])[cH:24]4)[cH:33][cH:32]2)[n:4][c:5]2[c:6]1[n:7][cH:8][cH:9][cH:10]2.